From a dataset of the Open Reaction Database (ORD), a public repository of structured organic reaction records. describe an organic reaction: reactants, conditions, products, and yield Reactants: COc1nc(Br)cnc1N, O=S(=O)(Cl)c1ccccc1. The product is COc1nc(Br)cnc1NS(=O)(=O)c1ccccc1. Reaction SMILES: [Br:1][c:2]1[n:3][c:4]([O:9][CH3:10])[c:5]([NH2:8])[n:6][cH:7]1.[c:11]1([S:17](=[O:18])(=[O:19])[Cl:20])[cH:12][cH:13][cH:14][cH:15][cH:16]1>>[Br:1][c:2]1[n:3][c:4]([O:9][CH3:10])[c:5]([NH:8][S:17]([c:11]2[cH:12][cH:13][cH:14][cH:15][cH:16]2)(=[O:18])=[O:19])[n:6][cH:7]1. Reactants: CCN(CC)c1ccc(N=Nc2ccc([N+](=O)[O-])cc2Br)cc1, CCCCOC(C)=O, CC(=O)[O-], CC(=O)OC(C)=O, NC=O, [Cu]I, [Na+]. Product: CCN(CC)c1ccc(N=Nc2ccc([N+](=O)[O-])cc2C#N)cc1. Reaction SMILES: [Br:1][c:2]1[c:3]([N:11]=[N:12][c:13]2[cH:14][cH:15][c:16]([N:19]([CH2:20][CH3:21])[CH2:22][CH3:23])[cH:17][cH:18]2)[cH:4][cH:5][c:6]([N+:8](=[O:9])[O-:10])[cH:7]1.[C:41]([O:42][CH2:43][CH2:44][CH2:45][CH3:46])(=[O:47])[CH3:48].[CH3:25][C:26](=[O:27])[O-:28].[CH3:32][C:33]([O:34][C:35](=[O:36])[CH3:37])=[O:38].[CH:29](=[O:30])[NH2:31].[Cu:39][I:40].[Na+:24]>>[c:2]1([C:29]#[N:31])[c:3]([N:11]=[N:12][c:13]2[cH:14][cH:15][c:16]([N:19]([CH2:20][CH3:21])[CH2:22][CH3:23])[cH:17][cH:18]2)[cH:4][cH:5][c:6]([N+:8](=[O:9])[O-:10])[cH:7]1. Reactants: COC(=O)c1cc(-c2ccnn2C)c(C)s1, Cl, [Na+], C1CCOC1, [OH-]. Product: Cc1sc(C(=O)O)cc1-c1ccnn1C. Reaction SMILES: [CH3:1][c:2]1[c:3](-[c:11]2[cH:12][cH:13][n:14][n:15]2[CH3:16])[cH:4][c:5]([C:7](=[O:8])[O:9][CH3:10])[s:6]1.[ClH:19].[Na+:18].[O:20]1[CH2:21][CH2:22][CH2:23][CH2:24]1.[OH-:17]>>[CH3:1][c:2]1[c:3](-[c:11]2[cH:12][cH:13][n:14][n:15]2[CH3:16])[cH:4][c:5]([C:7](=[O:8])[OH:9])[s:6]1. Reactants: CCCN, CO, COC(=O)C(Cc1ccc2nc(-c3c(Cl)cccc3Cl)ccc2c1)Nc1c(OC(C)C)c(=O)c1=O, CN(C)C=O, O. The product is CCCNc1c(NC(Cc2ccc3nc(-c4c(Cl)cccc4Cl)ccc3c2)C(=O)OC)c(=O)c1=O. Reaction SMILES: [CH2:36]([CH2:37][CH3:38])[NH2:39].[CH3:45][OH:46].[Cl:1][c:2]1[c:3](-[c:9]2[n:10][c:11]3[cH:12][cH:13][c:14]([CH2:19][CH:20]([C:21](=[O:22])[O:23][CH3:24])[NH:25][c:26]4[c:27]([O:32][CH:33]([CH3:34])[CH3:35])[c:28](=[O:31])[c:29]4=[O:30])[cH:15][c:16]3[cH:17][cH:18]2)[c:4]([Cl:8])[cH:5][cH:6][cH:7]1.[O:40]=[CH:41][N:42]([CH3:43])[CH3:44].[OH2:47]>>[Cl:1][c:2]1[c:3](-[c:9]2[n:10][c:11]3[cH:12][cH:13][c:14]([CH2:19][CH:20]([C:21](=[O:22])[O:23][CH3:24])[NH:25][c:26]4[c:27]([NH:39][CH2:36][CH2:37][CH3:38])[c:28](=[O:31])[c:29]4=[O:30])[cH:15][c:16]3[cH:17][cH:18]2)[c:4]([Cl:8])[cH:5][cH:6][cH:7]1. Reactants: C(C)(=O)OC[C@@H]1CN2[C@H](CO1)CCC2 ((3S,8aS)-Hexahydro-1H-pyrrolo[2,1-c][1,4]oxazin-3-ylmethyl acetate), C[O-].[Na+] (sodium methoxide), Cl (HCl), O1CCOCC1 (1,4-dioxane). The solvent is ClCCl (dichloromethane). Conditions: time 5 minute. The product is C1O[C@@H](CN2[C@H]1CCC2)CO ((3S,8aS)-hexahydro-1H-pyrrolo[2,1-c][1,4]oxazin-3-ylmethanol). The yield is 103.2%. Reaction SMILES: C([O:4][CH2:5][C@H:6]1[O:11][CH2:10][C@@H:9]2[CH2:12][CH2:13][CH2:14][N:8]2[CH2:7]1)(=O)C.C[O-].[Na+].Cl.O1CCOCC1>ClCCl>[CH2:10]1[C@@H:9]2[CH2:12][CH2:13][CH2:14][N:8]2[CH2:7][C@@H:6]([CH2:5][OH:4])[O:11]1 |f:1.2|. Reported procedure: (3S,8aS)-Hexahydro-1H-pyrrolo[2,1-c][1,4]oxazin-3-ylmethyl acetate (2.36 g, 11.9 mmol) was treated with sodium methoxide (25 wt % solution in methanol; 2.7 mL) for 0.5 h. The mixture was cooled in an ice bath and a solution of 4M HCl in 1,4-dioxane (3 mL, 12.0 mmol) was added slowly. The mixture was stirred at room temperature for 5 minutes and then was concentrated in vacuo to afford a suspension which was diluted with dichloromethane, filtered and the filtrate was concentrated in vacuo to affo...